describe an organic reaction: reactants, conditions, products, and yield From a dataset of the Open Reaction Database (ORD), a public repository of structured organic reaction records. Yields the product O[C@@H]1CC2=CC([C@H]3[C@@H]4CC[C@@H]([C@@]4(C)CC[C@@H]3[C@]2(CC1)C)OCCCC(C)(C)C)=O (3β-hydroxy-17β-[(4,4-dimethylpentyl)oxy]androst-5-en-7-one). Reaction SMILES: CC([Si](C)(C)[O:6][C@H:7]1[CH2:24][CH2:23][C@@:22]2([CH3:25])[C:9](=[CH:10][C:11](=[O:34])[C@@H:12]3[C@@H:21]2[CH2:20][CH2:19][C@@:17]2([CH3:18])[C@H:13]3[CH2:14][CH2:15][C@@H:16]2[O:26][CH2:27][CH2:28][CH2:29][C:30]([CH3:33])([CH3:32])[CH3:31])[CH2:8]1)(C)C.O1CCCC1.C(O)(=O)C.[Cl-].[Na+]>O>[OH:6][C@H:7]1[CH2:24][CH2:23][C@@:22]2([CH3:25])[C:9](=[CH:10][C:11](=[O:34])[C@@H:12]3[C@@H:21]2[CH2:20][CH2:19][C@@:17]2([CH3:18])[C@H:13]3[CH2:14][CH2:15][C@@H:16]2[O:26][CH2:27][CH2:28][CH2:29][C:30]([CH3:33])([CH3:32])[CH3:31])[CH2:8]1 |f:3.4|. The solvent is O (water), O (water). Reported procedure: A mixture of 1 part of 3β-{[(1,1-dimethylethyl)dimethylsilyl] oxy}-17β-[(4,4-dimethylpentyl)oxy]androst-5-en-7-one, 22 parts of tetrahydrofuran, 10 parts of acetic acid, and 5 parts of water is heated at approximately 60° under reflux for 48 hours, then poured into 200 parts of water. Approximately 15 parts of sodium chloride is stirred into the resultant mixture. The solid which precipitates is isolated by filtration, washed on the filter with water, dried in air, and finally taken up in 1,1'-o... Reactants: [Cl-].[Na+] (sodium chloride), resultant mixture, CC(C)(C)[Si](O[C@@H]1CC2=CC([C@H]3[C@@H]4CC[C@@H]([C@@]4(C)CC[C@@H]3[C@]2(CC1)C)OCCCC(C)(C)C)=O)(C)C (3β-{[(1,1-dimethylethyl)dimethylsilyl] oxy}-17β-[(4,4-dimethylpentyl)oxy]androst-5-en-7-one), O1CCCC1 (tetrahydrofuran), C(C)(=O)O (acetic acid). Reactants: CCN(C(C)C)C(C)C (DIPEA), C(C)(=O)Cl (acetyl chloride), [F-].C(CCC)[N+](CCCC)(CCCC)CCCC (Tetrabutylammoniumfluoride), C1=CC=CC=2C3=CC=CC=C3C(C12)COC(NCC(C(=O)NC=1SC=C(N1)C)O[Si](C)(C)C(C)(C)C)=O (9H-fluoren-9-ylmethyl(2-{[tert-butyl(dimethyl)silyl]oxy}-3-[(4-methyl-1,3-thiazol-2-yl)amino]-3-oxopropyl)carbamate). Solvent: C1CCOC1 (THF), O (water). Reaction conditions: time 3 hour. Product: C(C)(=O)NCC(C(=O)NC=1SC=C(N1)C)O (3-acetamido-2-hydroxy-N-(4-methyl-1,3-thiazol-2-yl)propanamide). Isolated yield 88.4%. RXN SMILES: [F-].[CH2:2]([N+](CCCC)(CCCC)CCCC)CCC.C1C2C(C[O:33][C:34](=O)[NH:35][CH2:36][CH:37]([O:47][Si](C(C)(C)C)(C)C)[C:38]([NH:40][C:41]3[S:42][CH:43]=[C:44]([CH3:46])[N:45]=3)=[O:39])C3C(=CC=CC=3)C=2C=CC=1.CCN(C(C)C)C(C)C.C(Cl)(=O)C>C1COCC1.O>[C:34]([NH:35][CH2:36][CH:37]([OH:47])[C:38]([NH:40][C:41]1[S:42][CH:43]=[C:44]([CH3:46])[N:45]=1)=[O:39])(=[O:33])[CH3:2] |f:0.1|. Reported procedure: Tetrabutylammoniumfluoride (0.28 mL, 1M in THF, 0.28 mmol) was added to a stirred solution of 9H-fluoren-9-ylmethyl (2-{[tert-butyl(dimethyl)silyl]oxy}-3-[(4-methyl-1,3-thiazol-2-yl)amino]-3-oxopropyl)carbamate (Step 2) (0.10 g, 0.186 mmol) in THF (5 mL). The reaction mixture was kept at ambient temperature for 3 hrs before DIPEA (0.036 g, 0.28 mmol) and acetyl chloride (0.018 g, 0.22 mmol) were added. The reaction mixture was stirred for another 3 hrs at ambient temperature and water (1 mL) was... As a reaction SMILES: C([C@@H]([C@H](C(O)=O)O)O)(O)=O.[NH:11]1[CH2:16][CH2:15][CH2:14][CH2:13][C@H:12]1[C:17]([OH:19])=[O:18].C(N(CC)C(C)C)C.[F:28][C:29]1[CH:34]=[CH:33][C:32]([S:35](Cl)(=[O:37])=[O:36])=[CH:31][CH:30]=1>[OH-].[Na+].CC(C)=O>[F:28][C:29]1[CH:34]=[CH:33][C:32]([S:35]([N:11]2[CH2:16][CH2:15][CH2:14][CH2:13][C@H:12]2[C:17]([OH:19])=[O:18])(=[O:37])=[O:36])=[CH:31][CH:30]=1 |f:0.1,4.5|. Yield: 96.1%. Starting materials: C(C)N(C(C)C)CC (diethylisopropylamine), C(=O)(O)[C@H](O)[C@@H](O)C(=O)O.N1[C@@H](CCCC1)C(=O)O ((2S)-2-Piperidinecarboxylic acid L-tartrate), FC1=CC=C(C=C1)S(=O)(=O)Cl (4-fluorobenzenesulphonyl chloride). Procedure details: (2S)-2-Piperidinecarboxylic acid L-tartrate (10 g) [see Preparation 1] was dissolved in 1N aqueous sodium hydroxide solution (107.4 ml) and diethylisopropylamine (9.35 ml) was added followed by a solution of 4-fluorobenzenesulphonyl chloride (10.45 g) in acetone (107 ml) at 0° C. The reaction mixture was warmed to room temperature and stirred for 18 hours after which time the solvent was removed under reduced pressure and the residue diluted with 1N aqueous sodium hydroxide solution. The aqueous... Yields the product FC1=CC=C(C=C1)S(=O)(=O)N1[C@@H](CCCC1)C(=O)O ((2S)-1-[(4-fluorophenyl)sulfonyl]-2-piperidinecarboxylic acid). Run at time 18 hour. The solvent is [OH-].[Na+] (sodium hydroxide), CC(=O)C (acetone). Reactants: C(C1=CC=CC=C1)OC1=C(C=CC(=C1)C(CCCCCC)(C)C)CCC(C)=O (4-[2-benzyloxy-4-(1,1-dimethylheptyl)phenyl]-2-butanone), [H][H] (hydrogen), C([O-])(O)=O.[Na+] (sodium bicarbonate). Reagents/catalysts: [Pd] (palladium-on-carbon). Run in C(C)O (ethanol). Product: CC(CCCCCC)(C)C1=CC(=C(C=C1)CCC(C)=O)O (4-[4-(1,1-Dimethylheptyl)-2-hydroxyphenyl]-2-butanone). Isolated yield 93.0%. RXN SMILES: C([O:8][C:9]1[CH:14]=[C:13]([C:15]([CH3:23])([CH3:22])[CH2:16][CH2:17][CH2:18][CH2:19][CH2:20][CH3:21])[CH:12]=[CH:11][C:10]=1[CH2:24][CH2:25][C:26](=[O:28])[CH3:27])C1C=CC=CC=1.C(=O)(O)[O-].[Na+].[H][H]>[Pd].C(O)C>[CH3:23][C:15]([C:13]1[CH:12]=[CH:11][C:10]([CH2:24][CH2:25][C:26](=[O:28])[CH3:27])=[C:9]([OH:8])[CH:14]=1)([CH3:22])[CH2:16][CH2:17][CH2:18][CH2:19][CH2:20][CH3:21] |f:1.2|. Procedure: A mixture of 0.5 g. (1.31 mmols.) of 4-[2-benzyloxy-4-(1,1-dimethylheptyl)phenyl]-2-butanone, 360 mg. of solid sodium bicarbonate, 100 mg. of 10% palladium-on-carbon and 10 ml. of ethanol is stirred under one atmosphere of hydrogen pressure for one hour. The reaction mixture is filtered through diatomaceous earth with ethyl acetate and the filtrate evaporated to an oil. The oil is purified via column chromatography on 100 g. of silica gel eluted with 50% ether-cyclohexane to yield 247 mg. (93%) ... Starting materials: CO, Clc1cc(N2CCN(C3CCCC3)CC2)ccn1, [Cu], N. Product: Nc1cc(N2CCN(C3CCCC3)CC2)ccn1. RXN SMILES: [CH3:20][OH:21].[Cl:1][c:2]1[n:3][cH:4][cH:5][c:6]([N:8]2[CH2:9][CH2:10][N:11]([CH:14]3[CH2:15][CH2:16][CH2:17][CH2:18]3)[CH2:12][CH2:13]2)[cH:7]1.[Cu:22].[NH3:19]>>[c:2]1([NH2:19])[n:3][cH:4][cH:5][c:6]([N:8]2[CH2:9][CH2:10][N:11]([CH:14]3[CH2:15][CH2:16][CH2:17][CH2:18]3)[CH2:12][CH2:13]2)[cH:7]1. Reactants: CCN1CCOCC1, CCN=C=NCCCN(C)C, CN1C(=O)N(c2cn(C)cn2)CC1C(=O)O, NCc1ccc(Cl)cc1Cl, ClCCl, Cl, O=C(O)C(F)(F)F, O, On1nnc2ccccc21. Product: CN1C(=O)N(c2cn(C)cn2)CC1C(=O)NCc1ccc(Cl)cc1Cl. RXN SMILES: [CH2:24]([N:25]1[CH2:26][CH2:27][O:28][CH2:29][CH2:30]1)[CH3:31].[CH2:44]([N:45]=[C:46]=[N:47][CH2:48][CH2:49][CH2:50][N:51]([CH3:52])[CH3:53])[CH3:54].[CH3:8][N:9]1[C:10](=[O:23])[N:11]([c:17]2[n:18][cH:19][n:20]([CH3:22])[cH:21]2)[CH2:12][CH:13]1[C:14](=[O:15])[OH:16].[Cl:55][c:56]1[c:57]([CH2:63][NH2:64])[cH:58][cH:59][c:60]([Cl:62])[cH:61]1.[Cl:65][CH2:66][Cl:67].[ClH:43].[F:1][C:2]([F:3])([F:4])[C:5]([OH:6])=[O:7].[OH2:32].[OH:33][n:34]1[c:35]2[cH:36][cH:37][cH:38][cH:39][c:40]2[n:41][n:42]1>>[CH3:8][N:9]1[C:10](=[O:23])[N:11]([c:17]2[n:18][cH:19][n:20]([CH3:22])[cH:21]2)[CH2:12][CH:13]1[C:14](=[O:16])[NH:64][CH2:63][c:57]1[c:56]([Cl:55])[cH:61][c:60]([Cl:62])[cH:59][cH:58]1. Reaction SMILES: OC([C:12]1[CH:13]=[C:14]2[C:19](=[CH:20][CH:21]=1)[NH:18][C:17](=[O:22])[CH2:16][CH2:15]2)C(N1CCNCC1)CC.BrC1C=CC(N[N+]([O-])=O)=CC=1.C(=O)([O-])[O-].[K+].[K+]>COC(C)CCO.[Cu]>[NH:18]1[C:19]2[C:14](=[CH:13][CH:12]=[CH:21][CH:20]=2)[CH2:15][CH2:16][C:17]1=[O:22] |f:2.3.4|. The solvent is COC(CCO)C (3-methoxybutanol). Yields the product N1C(=O)CCC2=CC=CC=C12 (3,4-dihydrocarbostyril). Procedure: 5.0 Grams of 6-(1-hydroxy-2-piperazinylbutyl)-3,4-dihydrocarbostyril, 3.5 g of p-bromonitroaniline, 1.8 g of potassium carbonate and 0.2 g of copper powder were mixed in 60 ml of 3-methoxybutanol and refluxed by heating for 5 hours. The reaction mixture was filtered and the mother liquid was concentrated by distillation under a reduced pressure to dryness. The residue thus obtained was extracted with methanol-chloroform and the solvent was removed by distillation to obtain a residue. The residue... The reactants are OC(C(CC)N1CCNCC1)C=1C=C2CCC(NC2=CC1)=O (6-(1-hydroxy-2-piperazinylbutyl)-3,4-dihydrocarbostyril), BrC1=CC=C(N[N+](=O)[O-])C=C1 (p-bromonitroaniline), C([O-])([O-])=O.[K+].[K+] (potassium carbonate). Reagents/catalysts: [Cu] (copper). Starting materials: Cl (hydrochloric acid), C1(CCCCC1)OCC1=C(C=CC=C1)C1=CN=C(S1)N=C(C1=CC=CC=C1)C1=CC=CC=C1 (5-{-2-[(cyclohexyloxy)methyl]phenyl}-N-(diphenylmethylene)-1,3-thiazol-2-amine). Solvent: CO (methanol). Reaction conditions: temperature 20 celsius, time 18 hour. Yields the product C1(CCCCC1)OCC1=C(C=CC=C1)C1=CN=C(S1)N (5-{2-[(cyclohexyloxy)methyl]-phenyl}-1,3-thiazol-2-amine). Isolated yield 75.6%. As a reaction SMILES: Cl.[CH:2]1([O:8][CH2:9][C:10]2[CH:15]=[CH:14][CH:13]=[CH:12][C:11]=2[C:16]2[S:20][C:19]([N:21]=C(C3C=CC=CC=3)C3C=CC=CC=3)=[N:18][CH:17]=2)[CH2:7][CH2:6][CH2:5][CH2:4][CH2:3]1>CO>[CH:2]1([O:8][CH2:9][C:10]2[CH:15]=[CH:14][CH:13]=[CH:12][C:11]=2[C:16]2[S:20][C:19]([NH2:21])=[N:18][CH:17]=2)[CH2:3][CH2:4][CH2:5][CH2:6][CH2:7]1. Procedure: 75 ml of an aqueous hydrochloric acid solution (1 M) are added to 11 g of 5-{-2-[(cyclohexyloxy)methyl]phenyl}-N-(diphenylmethylene)-1,3-thiazol-2-amine, obtained in step 1.4, in solution in 150 ml of methanol, and the mixture is stirred for 18 hours at 20° C. The mixture is evaporated to dryness, the residue is taken up in diethyl ether and washed with an aqueous sodium hydroxide solution (0.5 M). The organic phase is dried over anhydrous sodium sulfate and concentrated. The residue is chromato... The reactants are CCO, N#CBr, CN(C(=O)CCNCc1cc(C(=O)c2ccccc2)ccc1N)C1CCCCC1. The product is CN(C(=O)CCN1Cc2cc(C(=O)c3ccccc3)ccc2N=C1N)C1CCCCC1. RXN SMILES: [CH3:33][CH2:34][OH:35].[N:30]#[C:31][Br:32].[NH2:1][c:2]1[c:3]([CH2:4][NH:5][CH2:6][CH2:7][C:8](=[O:9])[N:10]([CH3:11])[CH:12]2[CH2:13][CH2:14][CH2:15][CH2:16][CH2:17]2)[cH:18][c:19]([C:22]([c:23]2[cH:24][cH:25][cH:26][cH:27][cH:28]2)=[O:29])[cH:20][cH:21]1>>[N:1]1=[C:31]([NH2:30])[N:5]([CH2:6][CH2:7][C:8](=[O:9])[N:10]([CH3:11])[CH:12]2[CH2:13][CH2:14][CH2:15][CH2:16][CH2:17]2)[CH2:4][c:3]2[c:2]1[cH:21][cH:20][c:19]([C:22]([c:23]1[cH:24][cH:25][cH:26][cH:27][cH:28]1)=[O:29])[cH:18]2.